This data is from the Open Reaction Database (ORD), a public repository of structured organic reaction records. The task is: describe an organic reaction: reactants, conditions, products, and yield Run at temperature 140 celsius, time 4 hour. The reactants are CC1(OC(C2=C(O1)C=CC=C2OS(=O)(=O)C(F)(F)F)=O)C (2,2-dimethyl-5-trifluoromethylsulfonyloxy-4H-(1,3)-benzodioxin-4-one), COC1=CC=CC(=N1)[Sn](CCCC)(CCCC)CCCC (6-methoxy-2-tributylstannylpyridine), [Cl-].[Li+] (lithium chloride). RXN SMILES: [CH3:1][C:2]1([CH3:21])[O:7][C:6]2[CH:8]=[CH:9][CH:10]=[C:11](OS(C(F)(F)F)(=O)=O)[C:5]=2[C:4](=[O:20])[O:3]1.[CH3:22][O:23][C:24]1[N:29]=[C:28]([Sn](CCCC)(CCCC)CCCC)[CH:27]=[CH:26][CH:25]=1.[Cl-].[Li+]>O1CCOCC1.C(C1C=C(C)C=C(C(C)(C)C)C=1O)(C)(C)C>[CH3:1][C:2]1([CH3:21])[O:7][C:6]2[CH:8]=[CH:9][CH:10]=[C:11]([C:28]3[CH:27]=[CH:26][CH:25]=[C:24]([O:23][CH3:22])[N:29]=3)[C:5]=2[C:4](=[O:20])[O:3]1 |f:2.3|. Procedure details: 10.9 g of 2,2-dimethyl-5-trifluoromethylsulfonyloxy-4H-(1,3)-benzodioxin-4-one, 16.0 g of 6-methoxy-2-tributylstannylpyridine, 4.25 g of lithium chloride, 0.78 g of tetrakistriphenylphosphinepalladium0 and 40 mg of 2,6-di-t-butyl-4-methylphenol are dissolved in 120 ml of dioxane and the mixture is stirred for 4 h at 140° C. in an autoclave. It is concentrated in vacuo and the product is chromatographed on silica gel 60 using ethyl acetate/toluene. 9.1 g (95%) of a solid of m.p. 130°-132° C. are ... Product: CC1(OC(C2=C(O1)C=CC=C2C2=NC(=CC=C2)OC)=O)C (2,2-Dimethyl-5-(6-methoxypyridin-2-yl)-4H-(1,3)benzodioxin-4-one). The reagents and catalysts are C(C)(C)(C)C1=C(C(=CC(=C1)C)C(C)(C)C)O (2,6-di-t-butyl-4-methylphenol). Solvent: O1CCOCC1 (dioxane). Isolated yield 95.5%. The reactants are COC(=O)C=1C=2C(=C(NC2C=C(C1)F)C1=CC=C(C=C1)CN(C)C(=O)OC)\C=C\[N+](=O)[O-] (6-Fluoro-2-{4-[(methoxycarbonyl-methyl-amino)-methyl]-phenyl}-3-((E)-2-nitro-vinyl)-1H-indole-4-carboxylic acid methyl ester), CCO (EtOH), CO (MeOH), CCO (EtOH), [BH4-].[Na+] (sodium borohydride). Run in O (water), C(C)(=O)O (acetic acid). Run at temperature 15 celsius, time 15 minute. Yields the product COC(=O)C=1C=2C(=C(NC2C=C(C1)F)C1=CC=C(C=C1)CN(C)C(=O)OC)CC[N+](=O)[O-] (6-fluoro-2-{4-[(methoxycarbonyl-methyl-amino)-methyl]-phenyl}-3-(2-nitro-ethyl)-1H-indole-4-carboxylic acid methyl ester). Isolated yield 45.0%. Reaction SMILES: CCO.CO.[BH4-].[Na+].[CH3:8][O:9][C:10]([C:12]1[C:13]2[C:14](/[CH:35]=[CH:36]/[N+:37]([O-:39])=[O:38])=[C:15]([C:22]3[CH:27]=[CH:26][C:25]([CH2:28][N:29]([C:31]([O:33][CH3:34])=[O:32])[CH3:30])=[CH:24][CH:23]=3)[NH:16][C:17]=2[CH:18]=[C:19]([F:21])[CH:20]=1)=[O:11]>O.C(O)(=O)C>[CH3:8][O:9][C:10]([C:12]1[C:13]2[C:14]([CH2:35][CH2:36][N+:37]([O-:39])=[O:38])=[C:15]([C:22]3[CH:27]=[CH:26][C:25]([CH2:28][N:29]([C:31]([O:33][CH3:34])=[O:32])[CH3:30])=[CH:24][CH:23]=3)[NH:16][C:17]=2[CH:18]=[C:19]([F:21])[CH:20]=1)=[O:11] |f:2.3|. Procedure details: EtOH (900 ml) and MeOH (90 ml) were added to a 2 L flask. Powdered sodium borohydride (20.5 g, 0.55 mol) was then added. The suspension was cooled to 15° C. Nitroalkene 12 (49.0 g, 0.11 mol) was added in portions over 45 minutes while the temperature was maintained at ˜15° C. After addition was complete, additional EtOH (800 ml) was added. The reaction mixture was stirred for 15 minutes. TLC analysis indicated the completion of the reaction. A mixture of acetic acid (40 ml) and water (40 ml) was... Starting materials: B, O=C1NCc2ccc3c(c21)C=C([N+](=O)[O-])CO3, [Na]. Yields the product O=C1NCc2ccc3c(c21)CC([N+](=O)[O-])CO3. RXN SMILES: [BH3:18].[N+:1](=[O:2])([O-:3])[C:4]1=[CH:5][c:6]2[c:7]3[c:11]([cH:12][cH:13][c:14]2[O:15][CH2:16]1)[CH2:10][NH:9][C:8]3=[O:17].[Na:19]>>[N+:1](=[O:2])([O-:3])[CH:4]1[CH2:5][c:6]2[c:7]3[c:11]([cH:12][cH:13][c:14]2[O:15][CH2:16]1)[CH2:10][NH:9][C:8]3=[O:17]. Reactants: CC(N)=S, FC(F)(F)c1ccc(CCl)cc1, c1ccccc1. The product is CC(=N)SCc1ccc(C(F)(F)F)cc1, Cl. RXN SMILES: [CH3:1][C:2]([NH2:3])=[S:4].[F:5][C:6]([c:7]1[cH:8][cH:9][c:10]([CH2:11][Cl:12])[cH:13][cH:14]1)([F:15])[F:16].[cH:17]1[cH:18][cH:19][cH:20][cH:21][cH:22]1>>[CH3:1][C:2](=[NH:3])[S:4][CH2:11][c:10]1[cH:9][cH:8][c:7]([C:6]([F:5])([F:15])[F:16])[cH:14][cH:13]1.[ClH:12]. Procedure details: Sodium hydride (15.1 g., 0.36 mole, 57% in oil dispersion) was placed in a 2-liter flask and rinsed three times with pentane to remove the oil. Anhydrous dimethylsulfoxide (240 ml.) was then added, and the flask was evacuated and flushed with nitrogen. The mixture was heated to 75°-80°C. for 45 minutes, then cooled in an ice bath. A solution of 133.2 g. of ethyltriphenylphosphonium bromide in 720 ml. of dimethylsulfoxide was then added, the mixture stirred for 15 minutes and then treated with a ... RXN SMILES: [OH-].[Na+].Cl[C:4]1(Cl)[CH:6]([CH3:7])[C:5]1([C:9]1[CH:21]=[CH:20][C:12]([O:13][C:14]([CH3:19])([CH3:18])[C:15]([OH:17])=[O:16])=[CH:11][CH:10]=1)C.[CH3:23]O>>[CH3:4][C:5]([C:9]1[CH:21]=[CH:20][C:12]([O:13][C:14]([CH3:19])([CH3:18])[C:15]([O:17][CH3:23])=[O:16])=[CH:11][CH:10]=1)=[CH:6][CH3:7] |f:0.1|. Starting materials: [OH-].[Na+] (sodium hydroxide), ClC1(C(C1C)(C)C1=CC=C(OC(C(=O)O)(C)C)C=C1)Cl (2-[p-(2,2-dichloro-1,3-dimethylcyclopropyl)phenoxy]-2-methylpropionic acid), CO (methanol). The product is CC(=CC)C1=CC=C(OC(C(=O)OC)(C)C)C=C1 (Methyl 2-[p-(1,2-dimethylvinyl)phenoxy]-2-methylpropionate). The reactants are O=C(OCc1ccnc(COC2CCCCO2)c1)c1ccccc1, O=C([O-])O, CO, ClC(Cl)Cl, [Na+], Cc1ccc(S(=O)(=O)[O-])cc1, c1cc[nH+]cc1. Product: O=C(OCc1ccnc(CO)c1)c1ccccc1. Reaction SMILES: [C:1]([c:2]1[cH:3][cH:4][cH:5][cH:6][cH:7]1)(=[O:8])[O:9][CH2:10][c:11]1[cH:12][c:13]([CH2:17][O:18][CH:19]2[CH2:20][CH2:21][CH2:22][CH2:23][O:24]2)[n:14][cH:15][cH:16]1.[C:44](=[O:45])([O-:46])[OH:47].[CH3:25][OH:26].[CH:49]([Cl:50])([Cl:51])[Cl:52].[Na+:48].[c:27]1([CH3:28])[cH:29][cH:30][c:31]([S:32]([O-:33])(=[O:34])=[O:35])[cH:36][cH:37]1.[nH+:38]1[cH:39][cH:40][cH:41][cH:42][cH:43]1>>[C:1]([c:2]1[cH:3][cH:4][cH:5][cH:6][cH:7]1)(=[O:8])[O:9][CH2:10][c:11]1[cH:12][c:13]([CH2:17][OH:18])[n:14][cH:15][cH:16]1. The reactants are BrC1=NC(=C2C=CC(N(C2=C1)C1=C(C=CC=C1Cl)Cl)=O)C1=C(C=CC=C1)Cl (7-bromo-5-(2-chlorophenyl)-1-(2,6-dichlorophenyl)-1,6-naphthyridin-2(1H)-one), C(C)(C)(C)N1CCC(=CC1)[Sn](C)(C)C (1-tert-butyl-4-(trimethylstannyl)-1,2,3,6-tetrahydropyridine). The solvent is O1CCOCC1 (dioxane). Run at time 8 hour. Yields the product C(C)(C)(C)N1CCC(=CC1)C1=NC(=C2C=CC(N(C2=C1)C1=C(C=CC=C1Cl)Cl)=O)C1=C(C=CC=C1)Cl (7-(1-tert-Butyl-1,2,3,6-tetrahydropyridin-4-yl)-5-(2-chlorophenyl)-1-(2,6-dichlorophenyl)-1,6-naphthyridin-2(1H)-one). Reaction SMILES: Br[C:2]1[CH:11]=[C:10]2[C:5]([CH:6]=[CH:7][C:8](=[O:20])[N:9]2[C:12]2[C:17]([Cl:18])=[CH:16][CH:15]=[CH:14][C:13]=2[Cl:19])=[C:4]([C:21]2[CH:26]=[CH:25][CH:24]=[CH:23][C:22]=2[Cl:27])[N:3]=1.[C:28]([N:32]1[CH2:37][CH:36]=[C:35]([Sn](C)(C)C)[CH2:34][CH2:33]1)([CH3:31])([CH3:30])[CH3:29]>O1CCOCC1>[C:28]([N:32]1[CH2:33][CH:34]=[C:35]([C:2]2[CH:11]=[C:10]3[C:5]([CH:6]=[CH:7][C:8](=[O:20])[N:9]3[C:12]3[C:17]([Cl:18])=[CH:16][CH:15]=[CH:14][C:13]=3[Cl:19])=[C:4]([C:21]3[CH:26]=[CH:25][CH:24]=[CH:23][C:22]=3[Cl:27])[N:3]=2)[CH2:36][CH2:37]1)([CH3:31])([CH3:30])[CH3:29]. Reported procedure: A mixture of 100 mg of 7-bromo-5-(2-chlorophenyl)-1-(2,6-dichlorophenyl)-1,6-naphthyridin-2(1H)-one (COMPOUND HHH2) and 94 mg of 1-tert-butyl-4-(trimethylstannyl)-1,2,3,6-tetrahydropyridine (COMPOUND PPA-2) in 2 mL of dry dioxane was evacuated and purged three times with Ar. Pd(Ph3P)4 (23 mg) was added and the mixture was evacuated and purged again with Ar. The mixture was heated to reflux and stirred at this temperature overnight, then filtered through Celite and concentrated. The residue was p...